describe an organic reaction: reactants, conditions, products, and yield From a dataset of the Open Reaction Database (ORD), a public repository of structured organic reaction records. Starting materials: BrBr (bromine), COC=1C(=NC=C(C1)OC)C#CC1=CC=C(C=C1)OC (3,5-dimethoxy-2-(4-methoxyphenylethynyl)pyridine), C(C)(C)(C)[Li] (t-butyllithium), solution. Solvent: C1CCOC1 (THF), CCCCC (pentane). Reaction conditions: time 10 minute. The product is BrC1=C(C(=NC=C1OC)C#CC1=CC=C(C=C1)OC)OC (4-Bromo-3,5-dimethoxy-2-(4-methoxyphenylethynyl)pyridine). The yield is 29.0%. As a reaction SMILES: [CH3:1][O:2][C:3]1[C:4]([C:11]#[C:12][C:13]2[CH:18]=[CH:17][C:16]([O:19][CH3:20])=[CH:15][CH:14]=2)=[N:5][CH:6]=[C:7]([O:9][CH3:10])[CH:8]=1.C([Li])(C)(C)C.[Br:26]Br>C1COCC1.CCCCC>[Br:26][C:8]1[C:7]([O:9][CH3:10])=[CH:6][N:5]=[C:4]([C:11]#[C:12][C:13]2[CH:14]=[CH:15][C:16]([O:19][CH3:20])=[CH:17][CH:18]=2)[C:3]=1[O:2][CH3:1]. Procedure details: To a solution of 3,5-dimethoxy-2-(4-methoxyphenylethynyl)pyridine M (120 mg, 0.446 mmol) in dry THF (2.5 ml) at −78° C. was added t-butyllithium (0.49 mmol, 0.30 ml of a 1.6M solution in pentane) and the reaction stirred for 10 minutes. After this time bromine (25 μL, 0.50 mmol) was added neat and the reaction was allowed to warm to room temperature and quenched by the addition of water (10 ml) and ethyl acetate (10 ml). The organic layer was washed with brine (10 ml), dried over MgSO4 and conce... Starting materials: NCCN1CCCCC1, COC(=O)c1nc(NCC(c2ccccc2)c2ccccc2)c2ncn(C3CCCCO3)c2n1. Product: O=C(NCCN1CCCCC1)c1nc(NCC(c2ccccc2)c2ccccc2)c2ncn(C3CCCCO3)c2n1. RXN SMILES: [NH2:35][CH2:36][CH2:37][N:38]1[CH2:39][CH2:40][CH2:41][CH2:42][CH2:43]1.[c:1]1([CH:7]([CH2:8][NH:9][c:10]2[c:11]3[n:12][cH:13][n:14]([CH:23]4[O:24][CH2:25][CH2:26][CH2:27][CH2:28]4)[c:15]3[n:16][c:17]([C:19](=[O:20])[O:21][CH3:22])[n:18]2)[c:29]2[cH:30][cH:31][cH:32][cH:33][cH:34]2)[cH:2][cH:3][cH:4][cH:5][cH:6]1>>[c:1]1([CH:7]([CH2:8][NH:9][c:10]2[c:11]3[n:12][cH:13][n:14]([CH:23]4[O:24][CH2:25][CH2:26][CH2:27][CH2:28]4)[c:15]3[n:16][c:17]([C:19](=[O:20])[NH:35][CH2:36][CH2:37][N:38]3[CH2:39][CH2:40][CH2:41][CH2:42][CH2:43]3)[n:18]2)[c:29]2[cH:30][cH:31][cH:32][cH:33][cH:34]2)[cH:2][cH:3][cH:4][cH:5][cH:6]1. The solvent is CO (methanol). As a reaction SMILES: [CH3:1][O-:2].[Na+].Cl[CH2:5][Si:6]([O:11][CH3:12])([O:9][CH3:10])[O:7][CH3:8].[SiH4].[Cl-].[Na+]>CO>[CH3:1][O:2][CH2:5][Si:6]([O:11][CH3:12])([O:9][CH3:10])[O:7][CH3:8] |f:0.1,4.5|. Reported procedure: 340 g (6.3 mol) of sodium methylate (95% strength) are dissolved in portions in 2.5 l of methanol in a laboratory reactor blanketed with nitrogen. During this procedure, the solution heats up to 65° C. Thereafter, 995 g (5.8 mol) of chloromethyltrimethoxysilane are added dropwise over 1.5 h and stirring is effected for a further 30 minutes at the boil. On addition of the silane, sodium chloride is precipitated spontaneously as the salt, but the suspension remains readily stirrable until the end ... Conditions: time 30 minute. Product: COC[Si](OC)(OC)OC (Methoxymethyltrimethoxysilane). Starting materials: C[O-].[Na+] (sodium methylate), [SiH4] (silane), [Cl-].[Na+] (sodium chloride), ClC[Si](OC)(OC)OC (chloromethyltrimethoxysilane). The reactants are ClS(=O)(=O)O (chlorosulfonic acid), COC1=CC=C(OC2=C(C=C(C=C2Cl)[N+](=O)[O-])Cl)C=C1 (4-(4-methoxy-phenoxy)-3,5-dichloro-nitrobenzene). Solvent: ice water. Run at temperature 0 celsius, time 5 minute. Product: ClC1=C(OC=2C=CC(=C(C2)S(=O)(=O)Cl)OC)C(=CC(=C1)[N+](=O)[O-])Cl (5-(2,6-Dichloro-4-nitro-phenoxy)-2-methoxy-benzenesulfonyl chloride). RXN SMILES: [Cl:1][S:2]([OH:5])(=O)=[O:3].[CH3:6][O:7][C:8]1[CH:25]=[CH:24][C:11]([O:12][C:13]2[C:18]([Cl:19])=[CH:17][C:16]([N+:20]([O-:22])=[O:21])=[CH:15][C:14]=2[Cl:23])=[CH:10][CH:9]=1>>[Cl:19][C:18]1[CH:17]=[C:16]([N+:20]([O-:22])=[O:21])[CH:15]=[C:14]([Cl:23])[C:13]=1[O:12][C:11]1[CH:24]=[CH:25][C:8]([O:7][CH3:6])=[C:9]([S:2]([Cl:1])(=[O:5])=[O:3])[CH:10]=1. Reported procedure: To cooled chlorosulfonic acid (2.0 mL) at 0° C. was added 4-(4-methoxy-phenoxy)-3,5-dichloro-nitrobenzene (700 mg, 2.2 mmol) in several portions. The resulting mixture was stirred at 0° C. for 5 min, then at RT for 2.5 h. The solution was added dropwise to ice water (40 mL) and the product was extracted with EtOAc (3×50 mL). The combined organic extracts were dried and concentrated to yield the title compound of Step A (920 mg) as a crude product which was used in the next step without purificat... Reactants: O=C([O-])O, ClCCl, COc1ccc(COc2ccc(-c3cnc4[nH]cc(-c5ccccc5OC)c4c3)cc2OC)cc1, CCOC(C)=O, [Na+], O=C(O)C(F)(F)F. Yields the product COc1cc(-c2cnc3[nH]cc(-c4ccccc4OC)c3c2)ccc1O. RXN SMILES: [C:46](=[O:47])([OH:48])[O-:49].[CH2:36]([Cl:37])[Cl:38].[CH3:1][O:2][c:3]1[cH:4][c:5](-[c:19]2[cH:20][c:21]3[c:22]([n:23][cH:24]2)[nH:25][cH:26][c:27]3-[c:28]2[c:29]([O:34][CH3:35])[cH:30][cH:31][cH:32][cH:33]2)[cH:6][cH:7][c:8]1[O:9][CH2:10][c:11]1[cH:12][cH:13][c:14]([O:15][CH3:16])[cH:17][cH:18]1.[CH3:51][CH2:52][O:53][C:54](=[O:55])[CH3:56].[Na+:50].[OH:39][C:40]([C:41]([F:42])([F:43])[F:44])=[O:45]>>[CH3:1][O:2][c:3]1[cH:4][c:5](-[c:19]2[cH:20][c:21]3[c:22]([n:23][cH:24]2)[nH:25][cH:26][c:27]3-[c:28]2[c:29]([O:34][CH3:35])[cH:30][cH:31][cH:32][cH:33]2)[cH:6][cH:7][c:8]1[OH:9]. Starting materials: C1(=CC=CC=C1)[C@@H](C)N[C@H]1[C@H](CCCC1)C(F)(F)F ((1R,2S)—N-[(1R)-1-phenylethyl]-2-(trifluoromethyl)cyclohexanamine), Cl (HCl). Run at temperature 60 celsius, time 2 day. The product is Cl.FC([C@@H]1[C@@H](CCCC1)N)(F)F ((1R,2S)-2-(Trifluoromethyl)cyclohexanamine hydrochloride). Run in C(C)O (ethanol). Procedure: To a solution of (1R,2S)—N-[(1R)-1-phenylethyl]-2-(trifluoromethyl)cyclohexanamine (3.53 g) and 13 mL of HCl (2M ethanol solution) in 35 mL of ethanol was added Pd(OH)2(2.78 g) under N2. H2 gas was purged and stirred for 2 days under 4 atm at 60° C. Pd(OH)2 was filtered off through a pad of Celite. Solvent was removed under reduced pressure. (1R,2S)-2-(Trifluoromethyl)cyclohexanamine hydrochloride (2.37 g) was obtained as a white solid. Reaction SMILES: C1([C@H]([NH:9][C@@H:10]2[CH2:15][CH2:14][CH2:13][CH2:12][C@@H:11]2[C:16]([F:19])([F:18])[F:17])C)C=CC=CC=1.[ClH:20]>C(O)C.[OH-].[OH-].[Pd+2]>[ClH:20].[F:17][C:16]([F:18])([F:19])[C@H:11]1[CH2:12][CH2:13][CH2:14][CH2:15][C@H:10]1[NH2:9] |f:3.4.5,6.7|. Reagents/catalysts: [OH-].[OH-].[Pd+2] (Pd(OH)2).